This data is from the Open Reaction Database (ORD), a public repository of structured organic reaction records. The task is: describe an organic reaction: reactants, conditions, products, and yield Starting materials: CCCCCCCCCCCCCCCC(=O)O, CN(C)c1ccncc1, [Cl-], C1COCCO1, COC(=O)NC(C(=O)NC(Cc1ccccc1)C(O)CN(CC1CCCCC1)NC(=O)C(NC(=O)OC)C(C)C)C(C)C, c1ccncc1. Product: CCCCCCCCCCCCCCCC(=O)OC(CN(CC1CCCCC1)NC(=O)C(NC(=O)OC)C(C)C)C(Cc1ccccc1)NC(=O)C(NC(=O)OC)C(C)C. Reaction SMILES: [C:45]([CH2:46][CH2:47][CH2:48][CH2:49][CH2:50][CH2:51][CH2:52][CH2:53][CH2:54][CH2:55][CH2:56][CH2:57][CH2:58][CH2:59][CH3:60])(=[O:61])[OH:62].[CH3:75][N:76]([c:77]1[cH:78][cH:79][n:80][cH:81][cH:82]1)[CH3:83].[Cl-:44].[O:63]1[CH2:64][CH2:65][O:66][CH2:67][CH2:68]1.[OH:1][CH:2]([CH2:3][N:4]([NH:5][C:6]([CH:7]([NH:8][C:9](=[O:10])[O:11][CH3:12])[CH:13]([CH3:14])[CH3:15])=[O:16])[CH2:17][CH:18]1[CH2:19][CH2:20][CH2:21][CH2:22][CH2:23]1)[CH:24]([CH2:25][c:26]1[cH:27][cH:28][cH:29][cH:30][cH:31]1)[NH:32][C:33]([CH:34]([NH:35][C:36](=[O:37])[O:38][CH3:39])[CH:40]([CH3:41])[CH3:42])=[O:43].[cH:69]1[cH:70][cH:71][n:72][cH:73][cH:74]1>>[O:1]([CH:2]([CH2:3][N:4]([NH:5][C:6]([CH:7]([NH:8][C:9](=[O:10])[O:11][CH3:12])[CH:13]([CH3:14])[CH3:15])=[O:16])[CH2:17][CH:18]1[CH2:19][CH2:20][CH2:21][CH2:22][CH2:23]1)[CH:24]([CH2:25][c:26]1[cH:27][cH:28][cH:29][cH:30][cH:31]1)[NH:32][C:33]([CH:34]([NH:35][C:36](=[O:37])[O:38][CH3:39])[CH:40]([CH3:41])[CH3:42])=[O:43])[C:45]([CH2:46][CH2:47][CH2:48][CH2:49][CH2:50][CH2:51][CH2:52][CH2:53][CH2:54][CH2:55][CH2:56][CH2:57][CH2:58][CH2:59][CH3:60])=[O:61]. Starting materials: Cl.C(C)N=C=NCCCN(C)C (1-ethyl-(3-dimethylaminopropyl)carbodimidehydrochloride), N1=C(C=CC=C1)C(=O)[O-] (pyridine-2-carboxylate), C(C)(C)(C)OC(=O)C1=NC=CC(=C1)OC1=CC(=C(C=C1)NC)N (tert-butyl4-[3-amino-4-(methylamino)phenoxy]pyridine-2-carboxylate), CO (methanol), NC(=S)N (thiourea), FC(C(=O)O)(F)F (trifluoroacetic acid). The solvent is O1CCCC1 (tetrahydrofuran), C(Cl)Cl (methylene chloride). Run at time 16 hour. Product: CN(C1=CC=C(C=C1)NC1=NC2=C(N1C)C=CC(=C2)OC2(NC=CC=C2)C(=O)O)C (2-{[4-(dimethylamino)phenylamino)-1-methylbenzimidazol-5-yloxy)pyridin-2-carboxylic acid). As a reaction SMILES: C(OC(C1C=C([O:14][C:15]2[CH:20]=[CH:19][C:18]([NH:21][CH3:22])=[C:17]([NH2:23])[CH:16]=2)C=CN=1)=O)(C)(C)C.N[C:25]([NH2:27])=S.Cl.C(N=C=N[CH2:34][CH2:35][CH2:36][N:37]([CH3:39])[CH3:38])C.[N:40]1[CH:45]=[CH:44][CH:43]=[CH:42][C:41]=1[C:46]([O-:48])=[O:47].F[C:50](F)(F)[C:51](O)=O.[CH3:56]O>C(Cl)Cl.O1CCCC1>[CH3:39][N:37]([CH3:38])[C:36]1[CH:35]=[CH:34][C:51]([NH:27][C:25]2[N:21]([CH3:22])[C:18]3[CH:19]=[CH:20][C:15]([O:14][C:41]4([C:46]([OH:48])=[O:47])[CH:42]=[CH:43][CH:44]=[CH:45][NH:40]4)=[CH:16][C:17]=3[N:23]=2)=[CH:50][CH:56]=1 |f:2.3|. Procedure details: To tert-butyl4-[3-amino-4-(methylamino)phenoxy]pyridine-2-carboxylate (1 eq) in methanol was added 4-(dimethylamino)benzeneisothiocyanate (1 eq) and stir at ambient temperature for 16 h. Formation of the corresponding thiourea was followed by LC/MS. The mixture was then concentrated and to it was added tetrahydrofuran and 1-ethyl-(3-dimethylaminopropyl)carbodimidehydrochloride (2 eq) and stir at ambient temperature for 16 h. tert-butyl4-(2-{[4-dimethylamino)phenyl]amino)-1-methylbenzimidazol-5-y... Starting materials: CC(=O)Nc1ccc(Br)cc1C(=O)O, C1COCCO1, Cl. Yields the product Nc1ccc(Br)cc1C(=O)O. RXN SMILES: [C:1](=[O:2])([CH3:3])[NH:4][c:5]1[c:6]([C:7](=[O:8])[OH:9])[cH:10][c:11]([Br:14])[cH:12][cH:13]1.[CH2:16]1[O:17][CH2:18][CH2:19][O:20][CH2:21]1.[ClH:15]>>[NH2:4][c:5]1[c:6]([C:7](=[O:8])[OH:9])[cH:10][c:11]([Br:14])[cH:12][cH:13]1.